Dataset: the Open Reaction Database (ORD), a public repository of structured organic reaction records. Task: describe an organic reaction: reactants, conditions, products, and yield Starting materials: C(C1=CC=CC=C1)OC1=C(C(=O)O)C(=CC(=C1)C(F)(F)F)OC (2-benzyloxy-6-methoxy-4-trifluoromethyl-benzoic acid), C([O-])([O-])=O.[K+].[K+] (potassium carbonate), CI (methyliodide), O (water). Solvent: CN(C=O)C (N,N-dimethylformamide). Reaction conditions: time 3 day. Yields the product COC(C1=C(C=C(C=C1OC)C(F)(F)F)OCC1=CC=CC=C1)=O (2-benzyloxy-6-methoxy-4-trifluoromethyl-benzoic acid methyl ester). RXN SMILES: [CH2:1]([O:8][C:9]1[CH:17]=[C:16]([C:18]([F:21])([F:20])[F:19])[CH:15]=[C:14]([O:22][CH3:23])[C:10]=1[C:11]([OH:13])=[O:12])[C:2]1[CH:7]=[CH:6][CH:5]=[CH:4][CH:3]=1.[C:24](=O)([O-])[O-].[K+].[K+].CI.O>CN(C)C=O>[CH3:24][O:12][C:11](=[O:13])[C:10]1[C:14]([O:22][CH3:23])=[CH:15][C:16]([C:18]([F:19])([F:20])[F:21])=[CH:17][C:9]=1[O:8][CH2:1][C:2]1[CH:3]=[CH:4][CH:5]=[CH:6][CH:7]=1 |f:1.2.3|. Reported procedure: To a solution of 380 mg (1.165 mmol) 2-benzyloxy-6-methoxy-4-trifluoromethyl-benzoic acid in 3.8 ml N,N-dimethylformamide under nitrogen at room temperature, was added 177.1 mg (1.281 mmol) potassium carbonate and 87.2 ul (1.398 mmol) methyliodide. The mixture was stirred under nitrogen for 3 days. The mixture was poured into water. The aqueous layer was extracted once with ethyl acetate. The organic layer was washed once with water, dried over sodium sulfate, filtered and concentrated in vacuo....